From a dataset of the Open Reaction Database (ORD), a public repository of structured organic reaction records. describe an organic reaction: reactants, conditions, products, and yield The reactants are C(C=C)NC#N (allylcyanamide), ClC(C(=O)Cl)=CC1=C(C=C(C(=C1)C1=NN(C(=C1Cl)OC(F)F)C)Cl)Cl (2-chloro-3-(2,4-dichloro-5-(4-chloro-5-difluoromethoxy-1-methyl-1H-pyrazol-3-yl)phenyl)Propenoyl chloride), potassium carbonate(ground), O1CCCC1 (tetrahydrofuran). Conditions: temperature 55 celsius, time 5 hour. Procedure details: 0.36 g (4.4 mmol) of allylcyanamide were added to a suspension of 2 g (4.4 mmol) of 2-chloro-3-(2,4-dichloro-5-(4-chloro-5-difluoromethoxy-1-methyl-1H-pyrazol-3-yl)phenyl)Propenoyl chloride and 0.8 g (5.8 mmol) of potassium carbonate(ground) in 50 ml of tetrahydrofuran. The reaction mixture was stirred at 50 to 60° C. for 5 hours and then concentrated. The residue was taken up in ethyl acetate, after which the organic phase was washed with water, dried over magnesium sulfate and concentrated. Th... Product: C(C=C)N(C(C(=CC1=C(C=C(C(=C1)C1=NN(C(=C1Cl)OC(F)F)C)Cl)Cl)Cl)=O)C(=O)N (N-Allyl-N-aminocarbonyl-2-chloro-3-(2,4-dichloro-5-(4-chloro-5-difluoromethoxy-1-methyl-1H-pyrazol-3-yl)phenyl)propenamide). RXN SMILES: [CH2:1]([NH:4][C:5]#[N:6])[CH:2]=[CH2:3].[Cl:7][C:8](=[CH:12][C:13]1[CH:18]=[C:17]([C:19]2[C:23]([Cl:24])=[C:22]([O:25][CH:26]([F:28])[F:27])[N:21]([CH3:29])[N:20]=2)[C:16]([Cl:30])=[CH:15][C:14]=1[Cl:31])[C:9](Cl)=[O:10].[O:32]1CCCC1>>[CH2:1]([N:4]([C:5]([NH2:6])=[O:32])[C:9](=[O:10])[C:8]([Cl:7])=[CH:12][C:13]1[CH:18]=[C:17]([C:19]2[C:23]([Cl:24])=[C:22]([O:25][CH:26]([F:28])[F:27])[N:21]([CH3:29])[N:20]=2)[C:16]([Cl:30])=[CH:15][C:14]=1[Cl:31])[CH:2]=[CH2:3].